The task is: describe an organic reaction: reactants, conditions, products, and yield. This data is from the Open Reaction Database (ORD), a public repository of structured organic reaction records. The reactants are BrC1=C(C=C(O1)C(=O)OC)C(C)(C)C (methyl 5-bromo-4-tert-butyl-furan-2-carboxylate), [OH-].[Na+] (NaOH), CO (MeOH), O (H2O). Run in C1CCOC1 (THF). Conditions: time 16 hour. Product: BrC1=C(C=C(O1)C(=O)O)C(C)(C)C (5-bromo-4-tert-butyl-furan-2-carboxylic acid). Reaction SMILES: [Br:1][C:2]1[O:6][C:5]([C:7]([O:9]C)=[O:8])=[CH:4][C:3]=1[C:11]([CH3:14])([CH3:13])[CH3:12].CO.O.[OH-].[Na+]>C1COCC1>[Br:1][C:2]1[O:6][C:5]([C:7]([OH:9])=[O:8])=[CH:4][C:3]=1[C:11]([CH3:14])([CH3:13])[CH3:12] |f:3.4|. Reported procedure: A solution of methyl 5-bromo-4-tert-butyl-furan-2-carboxylate (1.45 g, 5.57 mmol, prepared as described in the previous step) in a mixture of THF (15 mL), MeOH (10 mL), and H2O (5 mL) was treated with 3 M aqueous NaOH solution (3.00 mL, 9.00 mmol) and the resulting mixture was stirred at room temperature for 16 h. The solvent was removed under reduced pressure and the residue was dissolved in H2O (60 mL) and extracted with Et2O (2×30 mL). The aqueous layer was acidified to pH-2 using 2 M HCl. Th...